This data is from the Open Reaction Database (ORD), a public repository of structured organic reaction records. The task is: describe an organic reaction: reactants, conditions, products, and yield The reactants are C(=O)NC=1SC=C(N1)C(C(=O)NC1[C@@H]2N(C(=CCS2)C(=O)O)C1=O)=NOCC#N (7-[2-(2-Formamidothiazol-4-yl)-2-cyanomethoxyiminoacetamido]-3-cephem-4-carboxylic acid), Cl (hydrochloric acid), CO (methanol). Run in O1CCCC1 (tetrahydrofuran). Product: NC=1SC=C(N1)C(C(=O)NC1[C@@H]2N(C(=CCS2)C(=O)O)C1=O)=NOCC#N (7-[2-(2-aminothiazol-4-yl)-2-cyanomethoxyiminoacetamido]-3-cephem-4-carboxylic acid). Yield: 89.0%. Reaction SMILES: C([NH:3][C:4]1[S:5][CH:6]=[C:7]([C:9](=[N:25][O:26][CH2:27][C:28]#[N:29])[C:10]([NH:12][CH:13]2[C:23](=[O:24])[N:15]3[C:16]([C:20]([OH:22])=[O:21])=[CH:17][CH2:18][S:19][C@H:14]23)=[O:11])[N:8]=1)=O.Cl.CO>O1CCCC1>[NH2:3][C:4]1[S:5][CH:6]=[C:7]([C:9](=[N:25][O:26][CH2:27][C:28]#[N:29])[C:10]([NH:12][CH:13]2[C:23](=[O:24])[N:15]3[C:16]([C:20]([OH:22])=[O:21])=[CH:17][CH2:18][S:19][C@H:14]23)=[O:11])[N:8]=1. Procedure details: 7-[2-(2-Formamidothiazol-4-yl)-2-cyanomethoxyiminoacetamido]-3-cephem-4-carboxylic acid (syn isomer, 0.9 g.), conc. hydrochloric acid (0.82 g.), methanol (13.3 ml.) and tetrahydrofuran (25 ml.) were treated in a similar manner to that of Example 1-(2) to give 7-[2-(2-aminothiazol-4-yl)-2-cyanomethoxyiminoacetamido]-3-cephem-4-carboxylic acid (syn isomer, 0.75 g.). Reactants: Cl.FC1=C(C=CC=C1)C(C(=O)OC)N1C\C(\[C@@H](CC1)S)=C/C1=NN(C=C1)CCC(=O)OCC ((4R)-(E)-1-[(1RS)-1-(2-Fluorophenyl)-2-methoxy-2-oxoethyl]-3-({1-[2-(ethoxycarbonyl)ethyl]-1H-pyrazol-3-yl}methylidene)-4-sulfanylpiperidine hydrochloride), C(O)([O-])=O.[Na+] (sodium hydrogen carbonate). The solvent is CC(C)O.CCCCCC (2-propanol hexane). The product is FC1=C(C=CC=C1)[C@@H](C(=O)OC)N1C\C(\[C@@H](CC1)S)=C/C1=NN(C=C1)CCC(=O)OCC ((4R)-(E)-1-[(1S)-1-(2-fluorophenyl)-2-methoxy-2-oxoethyl]-3-({1-[2-(ethoxycarbonyl)ethyl]-1H-pyrazol-3-yl}methylidene)-4-sulfanylpiperidine). RXN SMILES: Cl.[F:2][C:3]1[CH:8]=[CH:7][CH:6]=[CH:5][C:4]=1[CH:9]([N:14]1[CH2:19][CH2:18][C@@H:17]([SH:20])/[C:16](=[CH:21]/[C:22]2[CH:26]=[CH:25][N:24]([CH2:27][CH2:28][C:29]([O:31][CH2:32][CH3:33])=[O:30])[N:23]=2)/[CH2:15]1)[C:10]([O:12][CH3:13])=[O:11].C(=O)([O-])O.[Na+]>CC(O)C.CCCCCC>[F:2][C:3]1[CH:8]=[CH:7][CH:6]=[CH:5][C:4]=1[C@H:9]([N:14]1[CH2:19][CH2:18][C@@H:17]([SH:20])/[C:16](=[CH:21]/[C:22]2[CH:26]=[CH:25][N:24]([CH2:27][CH2:28][C:29]([O:31][CH2:32][CH3:33])=[O:30])[N:23]=2)/[CH2:15]1)[C:10]([O:12][CH3:13])=[O:11] |f:0.1,2.3,4.5|. Reported procedure: (4R)-(E)-1-[(1RS)-1-(2-Fluorophenyl)-2-methoxy-2-oxoethyl]-3-({1-[2-(ethoxycarbonyl)ethyl]-1H-pyrazol-3-yl}methylidene)-4-sulfanylpiperidine hydrochloride was treated with an aqueous sodium hydrogen carbonate solution. The liberated base was extracted with dichloromethane. The free base thus obtained (ca. 200 mg) was divided into five portions and subjected to preparative HPLC (Chiralcel OD-H, 20φ×250 mm, Daicel Chemical Industries Co., Ltd., eluent: 2-propanol/hexane=1/2, 4 ml/minute) to afford... Reactants: O=S1(CCN(CC1)CC1=CC=C(C(=O)NC2=CC=C(C=C2)B2OC(C(O2)(C)C)(C)C)C=C1)=O (4-(1,1-dioxo-1lambda*6*-thiomorpholin-4-ylmethyl) -N-[4-(4,4,5,5-tetramethyl-[1,3,2]dioxaborolan-2-yl)-phenyl]-benzamide), BrC=1C=C(C=CC1C)NC(=O)C1CC1 (cyclopropanecarboxylic acid (3-bromo-4-methyl-phenyl)-amide), C([O-])([O-])=O.[Cs+].[Cs+] (cesium carbonate). Reagents/catalysts: [Pd].C1(=CC=CC=C1)P(C1=CC=CC=C1)C1=CC=CC=C1.C1(=CC=CC=C1)P(C1=CC=CC=C1)C1=CC=CC=C1.C1(=CC=CC=C1)P(C1=CC=CC=C1)C1=CC=CC=C1.C1(=CC=CC=C1)P(C1=CC=CC=C1)C1=CC=CC=C1 (tetrakis(triphenylphosphine) palladium (0)). Solvent: COCCOC (DME), O (water). Product: C1(CC1)C(=O)NC=1C=CC(=C(C1)C1=CC=C(C=C1)NC(C1=CC=C(C=C1)CN1CCS(CC1)(=O)=O)=O)C (N-[5′-(Cyclopropanecarbonyl-amino)-2′methyl-biphenyl-4-yl]-4-(1,1-dioxo-1lambda*6*-thiomorpholin-4-ylmethyl)-benzamide). The yield is 7.8%. RXN SMILES: [O:1]=[S:2]1(=[O:33])[CH2:7][CH2:6][N:5]([CH2:8][C:9]2[CH:32]=[CH:31][C:12]([C:13]([NH:15][C:16]3[CH:21]=[CH:20][C:19](B4OC(C)(C)C(C)(C)O4)=[CH:18][CH:17]=3)=[O:14])=[CH:11][CH:10]=2)[CH2:4][CH2:3]1.Br[C:35]1[CH:36]=[C:37]([NH:42][C:43]([CH:45]2[CH2:47][CH2:46]2)=[O:44])[CH:38]=[CH:39][C:40]=1[CH3:41].C(=O)([O-])[O-].[Cs+].[Cs+]>COCCOC.O.[Pd].C1(P(C2C=CC=CC=2)C2C=CC=CC=2)C=CC=CC=1.C1(P(C2C=CC=CC=2)C2C=CC=CC=2)C=CC=CC=1.C1(P(C2C=CC=CC=2)C2C=CC=CC=2)C=CC=CC=1.C1(P(C2C=CC=CC=2)C2C=CC=CC=2)C=CC=CC=1>[CH:45]1([C:43]([NH:42][C:37]2[CH:38]=[CH:39][C:40]([CH3:41])=[C:35]([C:19]3[CH:20]=[CH:21][C:16]([NH:15][C:13](=[O:14])[C:12]4[CH:31]=[CH:32][C:9]([CH2:8][N:5]5[CH2:6][CH2:7][S:2](=[O:1])(=[O:33])[CH2:3][CH2:4]5)=[CH:10][CH:11]=4)=[CH:17][CH:18]=3)[CH:36]=2)=[O:44])[CH2:46][CH2:47]1 |f:2.3.4,7.8.9.10.11|. Procedure: A mixture of 4-(1,1-dioxo-1lambda*6*-thiomorpholin-4-ylmethyl) -N-[4-(4,4,5,5-tetramethyl-[1,3,2]dioxaborolan-2-yl)-phenyl]-benzamide (70 mg), cyclopropanecarboxylic acid (3-bromo-4-methyl-phenyl)-amide (38 mg) in DME (4 ml) and water (1.5 ml) containing cesium carbonate (50 mg) and tetrakis(triphenylphosphine) palladium (0) (10 mg) was heated to reflux for 18 h. The cooled mixture was then partitioned between water and ethyl acetate. The dried extracts were evaporated and the residue purified o... Starting materials: CCO, N#Cc1cnc2ccc([N+](=O)[O-])cc2c1Cl, Nc1ccc(Cl)c(Cl)c1. Product: N#Cc1cnc2ccc([N+](=O)[O-])cc2c1Nc1ccc(Cl)c(Cl)c1. Reaction SMILES: [CH3:26][CH2:27][OH:28].[Cl:1][c:2]1[c:3]([C:15]#[N:16])[cH:4][n:5][c:6]2[cH:7][cH:8][c:9]([N+:12](=[O:13])[O-:14])[cH:10][c:11]12.[NH2:17][c:18]1[cH:19][cH:20][c:21]([Cl:22])[c:23]([Cl:24])[cH:25]1>>[c:2]1([NH:17][c:18]2[cH:19][cH:20][c:21]([Cl:22])[c:23]([Cl:24])[cH:25]2)[c:3]([C:15]#[N:16])[cH:4][n:5][c:6]2[cH:7][cH:8][c:9]([N+:12](=[O:13])[O-:14])[cH:10][c:11]12. Starting materials: FC=1C(=NC=CC1)O (3-fluoro-2-hydroxypyridine), BrBr (Bromine). Solvent: CN(C)C=O (DMF). Conditions: temperature 0 celsius, time 1 hour. Product: OC1=NC=C(C=C1F)Br (2-hydroxy-3-fluoro-5-bromopyridine). As a reaction SMILES: [F:1][C:2]1[C:3]([OH:8])=[N:4][CH:5]=[CH:6][CH:7]=1.[Br:9]Br>CN(C=O)C>[OH:8][C:3]1[C:2]([F:1])=[CH:7][C:6]([Br:9])=[CH:5][N:4]=1. Procedure: A suspension of 3-fluoro-2-hydroxypyridine (1 g, 8.8 mmol) in dry DMF (11 mL) was cooled in an ice bath. Bromine (1.55 g, 9.7 mmol) was added dropwise over a period of 10 min and the reaction mixture stirred at 0° C. for 1 h then allowed to warm to room temperature and stirred for an additional 2 h. The reaction was quenched with water. The aqueous was extracted with DCM (×4) and the combined organics dried (MgSO4) and concentrated in vacuo. Purification by column chromatography (gradient: 20-10... The reactants are CN(C(OC1=CC=C(C=C1)[N+](=O)[O-])=O)C1=NC=CC(=C1)OC=1C=C2C=CN(C2=CC1)C(NC)=O (4-Nitrophenyl N-methyl-(4-(1-methylcarbamoyl-indol-5-yloxy)pyridin-2-yl)carbamate), N (ammonia). Run in CN(C=O)C (N,N-dimethylformamide). Conditions: time 10.5 hour. Product: CNC(=O)N1C=CC2=CC(=CC=C12)OC1=CC(=NC=C1)N(C(=O)N)C (5-(2-(1-Methylureido)pyridin-4-yloxy)indole-1-carboxylic acid methylamide). Yield: 48.0%. As a reaction SMILES: [CH3:1][N:2]([C:15]1[CH:20]=[C:19]([O:21][C:22]2[CH:23]=[C:24]3[C:28](=[CH:29][CH:30]=2)[N:27]([C:31](=[O:34])[NH:32][CH3:33])[CH:26]=[CH:25]3)[CH:18]=[CH:17][N:16]=1)[C:3](=O)[O:4]C1C=CC([N+]([O-])=O)=CC=1.[NH3:35]>CN(C)C=O>[CH3:33][NH:32][C:31]([N:27]1[C:28]2[C:24](=[CH:23][C:22]([O:21][C:19]3[CH:18]=[CH:17][N:16]=[C:15]([N:2]([CH3:1])[C:3]([NH2:35])=[O:4])[CH:20]=3)=[CH:30][CH:29]=2)[CH:25]=[CH:26]1)=[O:34]. Reported procedure: 4-Nitrophenyl N-methyl-(4-(1-methylcarbamoyl-indol-5-yloxy)pyridin-2-yl)carbamate (105 mg, 0.228 mmol) was dissolved in N,N-dimethylformamide (2.5 ml); aqueous ammonia (0.5 ml, 28.0%) was added thereto; the reaction mixture was stirred at room temperature for 10.5 hours. The reaction mixture was partitioned between ethyl acetate and water; and the organic layer was washed with brine, dried over anhydrous sodium sulfate, and concentrated under reduced pressure. The obtained crystals were suspende... Reactants: COC([C@H]1N(CCC1)C([C@H]1N(CCC1)C([C@@H](NC(=O)OCC1=CC=CC=C1)C)=O)=O)=O (N-benzyloxycarbonyl-L-alanyl-L-prolyl-L-proline methylester), Cl (hydrochloric acid). Solvent: [OH-].[Na+] (sodium hydroxide). Reaction conditions: temperature 30 celsius, time 2 hour. The product is C(C1=CC=CC=C1)OC(=O)N[C@@H](C)C(=O)N1[C@H](C(=O)N2[C@H](C(=O)O)CCC2)CCC1 (N-benzyloxycarbonyl-L-alanyl-L-prolyl-L-proline). Isolated yield 88.3%. Reaction SMILES: C[O:2][C:3](=[O:31])[C@@H:4]1[CH2:8][CH2:7][CH2:6][N:5]1[C:9](=[O:30])[C@@H:10]1[CH2:14][CH2:13][CH2:12][N:11]1[C:15](=[O:29])[C@H:16]([CH3:28])[NH:17][C:18]([O:20][CH2:21][C:22]1[CH:27]=[CH:26][CH:25]=[CH:24][CH:23]=1)=[O:19].Cl>[OH-].[Na+]>[CH2:21]([O:20][C:18]([NH:17][C@H:16]([C:15]([N:11]1[CH2:12][CH2:13][CH2:14][C@H:10]1[C:9]([N:5]1[CH2:6][CH2:7][CH2:8][C@H:4]1[C:3]([OH:31])=[O:2])=[O:30])=[O:29])[CH3:28])=[O:19])[C:22]1[CH:27]=[CH:26][CH:25]=[CH:24][CH:23]=1 |f:2.3|. Procedure: To N-benzyloxycarbonyl-L-alanyl-L-prolyl-L-proline methylester (4.31 g, 10 m mole), 1.5 N aqueous sodium hydroxide (10 ml, 15 m mole) was added and the mixture was stirred for 2 hours at 30° C. The solution was adjusted to pH 2.5 with 1N hydrochloric acid, and then extracted with two 50 ml portions of 1,2-dichloroethane. The thus obtained 1,2-dichloroethane layer was concentrated under reduced pressure. The residue was recrystallized with acetone-water to give N-benzyloxycarbonyl-L-alanyl-L-prol...